Dataset: the Open Reaction Database (ORD), a public repository of structured organic reaction records. Task: describe an organic reaction: reactants, conditions, products, and yield Starting materials: C1(CC1)C(=O)NC1=C(C=CC=C1)C1NC2=CC=C(C=C2CC1(C)C)C(=O)OC (methyl 2-(2-(cyclopropanecarboxamido)phenyl)-3,3-dimethyl-1,2,3,4-tetrahydroquinoline-6-carboxylate), aqueous solution, [OH-].[Na+] (sodium hydroxide). The solvent is O1CCCC1 (tetrahydrofuran). Product: C1(CC1)C(=O)NC1=C(C=CC=C1)C1NC2=CC=C(C=C2CC1(C)C)C(=O)O (2-(2-(cyclopropanecarboxamido)phenyl)-3,3-dimethyl-1,2,3,4-tetrahydroquinoline-6-carboxylic acid). Isolated yield 86.0%. RXN SMILES: [CH:1]1([C:4]([NH:6][C:7]2[CH:12]=[CH:11][CH:10]=[CH:9][C:8]=2[CH:13]2[C:22]([CH3:24])([CH3:23])[CH2:21][C:20]3[C:15](=[CH:16][CH:17]=[C:18]([C:25]([O:27]C)=[O:26])[CH:19]=3)[NH:14]2)=[O:5])[CH2:3][CH2:2]1.[OH-].[Na+]>O1CCCC1>[CH:1]1([C:4]([NH:6][C:7]2[CH:12]=[CH:11][CH:10]=[CH:9][C:8]=2[CH:13]2[C:22]([CH3:24])([CH3:23])[CH2:21][C:20]3[C:15](=[CH:16][CH:17]=[C:18]([C:25]([OH:27])=[O:26])[CH:19]=3)[NH:14]2)=[O:5])[CH2:2][CH2:3]1 |f:1.2|. Procedure: A mixture of methyl 2-(2-(cyclopropanecarboxamido)phenyl)-3,3-dimethyl-1,2,3,4-tetrahydroquinoline-6-carboxylate (57 mg, 0.15 mmol, 1.0 eq.) and 1.8 mL aqueous solution of sodium hydroxide (2 M, 3.76 mmol, 25 eq.) in tetrahydrofuran (3 mL) was stirred at reflux for 3 h. Thin layer chromatography indicated that the starting material was consumed completely. The tetrahydrofuran was removed under reduced pressure and the residue was acidified to pH 5-6 with 1 M hydrochloric acid. Then a lot of whit... Reactants: C(C)(C)(C)OC(NC1=C(C=C(C(=C1)C)C(F)(F)F)N)=O ((2-amino-5-methyl-4-trifluoromethyl-phenyl)-carbamic acid tert-butyl ester), C(C)(C)(C)OC(CC(=O)C1=CC(=CC=C1)C1=CC(=NC(=C1)COC1OCCCC1)C)=O ((RS)-3-{3-[2-methyl-6-(tetrahydro-pyran-2-yloxymethyl)-pyridin-4-yl]-phenyl}-3-oxo-propionic acid tert-butyl ester). Yields the product C(C)(C)(C)OC(NC1=C(C=C(C(=C1)C)C(F)(F)F)NC(CC(=O)C1=CC(=CC=C1)C1=CC(=NC(=C1)COC1OCCCC1)C)=O)=O ((RS)-[5-Methyl-2-(3-{3-[2-methyl-6-(tetrahydro-pyran-2-yloxymethyl)-pyridin-4-yl]-phenyl}-3-oxo-propionylamino)-4-trifluoromethyl-phenyl]-carbamic acid tert-butyl ester), foam. The yield is 79.0%. Reaction SMILES: [C:1]([O:5][C:6](=[O:20])[NH:7][C:8]1[CH:13]=[C:12]([CH3:14])[C:11]([C:15]([F:18])([F:17])[F:16])=[CH:10][C:9]=1[NH2:19])([CH3:4])([CH3:3])[CH3:2].C([O:25][C:26](=O)[CH2:27][C:28]([C:30]1[CH:35]=[CH:34][CH:33]=[C:32]([C:36]2[CH:41]=[C:40]([CH2:42][O:43][CH:44]3[CH2:49][CH2:48][CH2:47][CH2:46][O:45]3)[N:39]=[C:38]([CH3:50])[CH:37]=2)[CH:31]=1)=[O:29])(C)(C)C>>[C:1]([O:5][C:6](=[O:20])[NH:7][C:8]1[CH:13]=[C:12]([CH3:14])[C:11]([C:15]([F:18])([F:17])[F:16])=[CH:10][C:9]=1[NH:19][C:26](=[O:25])[CH2:27][C:28]([C:30]1[CH:35]=[CH:34][CH:33]=[C:32]([C:36]2[CH:41]=[C:40]([CH2:42][O:43][CH:44]3[CH2:49][CH2:48][CH2:47][CH2:46][O:45]3)[N:39]=[C:38]([CH3:50])[CH:37]=2)[CH:31]=1)=[O:29])([CH3:4])([CH3:2])[CH3:3]. Procedure details: The title compound was prepared from (2-amino-5-methyl-4-trifluoromethyl-phenyl)-carbamic acid tert-butyl ester (Example J20) (290 mg, 1.0 mmol) and (RS)-3-{3-[2-methyl-6-(tetrahydro-pyran-2-yloxymethyl)-pyridin-4-yl]-phenyl}-3-oxo-propionic acid tert-butyl ester (Example K64) (426 mg, 1.0 mmol) according to the general procedure M. Obtained as a light yellow foam (510 mg, 79%). Starting materials: C(C1=CC=CC=C1)ONC(=O)[C@@H](CCCC=1C=NC=CC1)[C@H](C(=O)NN(S(=O)(=O)C)CC(C)C)CC(C)C (2(R)-[1(S)-[(benzyloxy)carbamoyl]-4-(3-pyridyl)butyl]-2′-isobutyl-2′-(methanesulphonyl)-4-methylvalerohydrazide). The reagents and catalysts are [Pd] (palladium-on-carbon). Run in CO (methanol). Product: ONC(=O)[C@@H](CCCC=1C=NC=CC1)[C@H](C(=O)NN(S(=O)(=O)C)CC(C)C)CC(C)C (2(R)-[1(S)-(hydroxycarbamoyl)-4-(3-pyridyl)butyl]-2′-isobutyl-2′-(methanesulphonyl)-4-methylvalerohydrazide). Yield: 94.3%. As a reaction SMILES: C([O:8][NH:9][C:10]([C@H:12]([C@@H:22]([CH2:35][CH:36]([CH3:38])[CH3:37])[C:23]([NH:25][N:26]([CH2:31][CH:32]([CH3:34])[CH3:33])[S:27]([CH3:30])(=[O:29])=[O:28])=[O:24])[CH2:13][CH2:14][CH2:15][C:16]1[CH:17]=[N:18][CH:19]=[CH:20][CH:21]=1)=[O:11])C1C=CC=CC=1>CO.[Pd]>[OH:8][NH:9][C:10]([C@H:12]([C@@H:22]([CH2:35][CH:36]([CH3:38])[CH3:37])[C:23]([NH:25][N:26]([CH2:31][CH:32]([CH3:34])[CH3:33])[S:27]([CH3:30])(=[O:29])=[O:28])=[O:24])[CH2:13][CH2:14][CH2:15][C:16]1[CH:17]=[N:18][CH:19]=[CH:20][CH:21]=1)=[O:11]. Procedure details: A solution of 0.33 g of 2(R)-[1(S)-[(benzyloxy)carbamoyl]-4-(3-pyridyl)butyl]-2′-isobutyl-2′-(methanesulphonyl)-4-methylvalerohydrazide in 10 ml of methanol was hydrogenated in the presence of 80 mg of 10% palladium-on-carbon for 1.5 hours. The catalyst was removed by filtration and the solvent was evaporated. The residue was triturated with diethyl ether to give 0.26 g of 2(R)-[1(S)-(hydroxycarbamoyl)-4-(3-pyridyl)butyl]-2′-isobutyl-2′-(methanesulphonyl)-4-methylvalerohydrazide in the form of a... The product is COC(=O)C(NC(=O)OC(C)(C)C)c1ccc(OCCN2CCOCC2)cc1. As a reaction SMILES: [CH2:28]1[CH2:29][O:30][CH2:31][CH2:32][NH:33]1.[CH3:1][O:2][C:3]([CH:4]([c:5]1[cH:6][cH:7][c:8]([O:11][CH2:12][CH2:13][O:14][S:15]([CH3:16])(=[O:17])=[O:18])[cH:9][cH:10]1)[NH:19][C:20](=[O:21])[O:22][C:23]([CH3:24])([CH3:25])[CH3:26])=[O:27].[CH3:34][CH2:35][OH:36]>>[CH3:1][O:2][C:3]([CH:4]([c:5]1[cH:6][cH:7][c:8]([O:11][CH2:12][CH2:13][N:33]2[CH2:28][CH2:29][O:30][CH2:31][CH2:32]2)[cH:9][cH:10]1)[NH:19][C:20](=[O:21])[O:22][C:23]([CH3:24])([CH3:25])[CH3:26])=[O:27]. The reactants are C1COCCN1, COC(=O)C(NC(=O)OC(C)(C)C)c1ccc(OCCOS(C)(=O)=O)cc1, CCO. Reactants: BrC1=C(C=CC=C1[N+](=O)[O-])OC (2-bromo-1-methoxy-3-nitrobenzene). Reagents/catalysts: [Fe] (Iron). The solvent is C(C)O (ethanol), Cl (hydrochloric acid). The product is BrC1=C(N)C=CC=C1OC (2-bromo-3-methoxyaniline). As a reaction SMILES: [Br:1][C:2]1[C:7]([N+:8]([O-])=O)=[CH:6][CH:5]=[CH:4][C:3]=1[O:11][CH3:12]>C(O)C.Cl.[Fe]>[Br:1][C:2]1[C:3]([O:11][CH3:12])=[CH:4][CH:5]=[CH:6][C:7]=1[NH2:8]. Procedure: Iron (1.94 g, 34 mmol) was added to a solution of 2-bromo-1-methoxy-3-nitrobenzene (2.50 g, 10.77 mmol) in ethanol (18 mL) and concentrated hydrochloric acid (1 mL), and the reaction was heated at reflux for 1.5 hours. The mixture was cooled to room temperature, filtered through Celite and concentrated in vacuo to afford the title compound as a solid. Yield: 2.57 g, 10.77 mmol, 100%. LCMS m/z 202.1 (M+1). 1H NMR (400 MHz, CD3OD) δ 3.77 (s, 3H), 6.30 (d, J=8.0 Hz, 1H), 6.43 (d, J=8.0 Hz, 1H), 6.9... The reactants are N[C@H](C(=O)O)CC(C)C ((2S)-2-amino-4-methylpentanoic acid), C1(CCCCCC1)NC(=S)N (N-cycloheptylthiourea). The product is C1(CCCCCC1)NC=1SC(C(N1)=O)CC(C)C (2-(cycloheptylamino)-5-isobutyl-1,3-thiazol-4(5H)-one). As a reaction SMILES: N[C@@H:2]([CH2:6][CH:7]([CH3:9])[CH3:8])[C:3]([OH:5])=O.[CH:10]1([NH:17][C:18]([NH2:20])=[S:19])[CH2:16][CH2:15][CH2:14][CH2:13][CH2:12][CH2:11]1>>[CH:10]1([NH:17][C:18]2[S:19][CH:2]([CH2:6][CH:7]([CH3:9])[CH3:8])[C:3](=[O:5])[N:20]=2)[CH2:16][CH2:15][CH2:14][CH2:13][CH2:12][CH2:11]1. Procedure details: Synthesis was performed from (2S)-2-amino-4-methylpentanoic acid and N-cycloheptylthiourea according to Method E and C. Procedure: To a toluene solution (423 mL) of commercially available 3′-trifluoromethylacetophenone (79.6 g, 0.423 mol) was added pyridinium bromide perbromide (135.4 g, 0.423 mol) under ice cooling and stirred for 5 hours while heating up to room temperature. The reaction liquid was ice cooled again, followed by dropwise adding 400 mL of distilled water to stop reaction and fractionation. A toluene layer was washed with 400 mL of a saturated aqueous solution of sodium bicarbonate, followed by drying with m... Conditions: time 5 hour. The yield is 81.8%. RXN SMILES: C1(C)C=CC=CC=1.[F:8][C:9]([F:20])([F:19])[C:10]1[CH:11]=[C:12]([C:16](=[O:18])[CH3:17])[CH:13]=[CH:14][CH:15]=1.C1C=C[NH+]=CC=1.[Br:27][Br-]Br>O>[Br:27][CH2:17][C:16]([C:12]1[CH:13]=[CH:14][CH:15]=[C:10]([C:9]([F:19])([F:20])[F:8])[CH:11]=1)=[O:18] |f:2.3|. Starting materials: C1(=CC=CC=C1)C (toluene), FC(C=1C=C(C=CC1)C(C)=O)(F)F (3′-trifluoromethylacetophenone), pyridinium bromide perbromide. The solvent is O (water). Yields the product BrCC(=O)C1=CC(=CC=C1)C(F)(F)F (2-bromo-3′-trifluoromethylacetophenone).